From a dataset of the Open Reaction Database (ORD), a public repository of structured organic reaction records. describe an organic reaction: reactants, conditions, products, and yield Reactants: P(=O)(OCC(COCCCCCCCCCCCCCCCCCC)OC(C1=CC=CC=C1)=O)(OCCCCCCCC[N+]1=CC=CC=C1)[O-] (2-(Benzoyloxy)-3-(octadecyloxy)propyl 8-pyridiniooctyl phosphate), [OH-].C(CCC)[N+](CCCC)(CCCC)CCCC (tetrabutylammonium hydroxide). The solvent is CO (methanol). Conditions: time 2 hour. Yields the product P(=O)(OCC(COCCCCCCCCCCCCCCCCCC)O)(OCCCCCCCC[N+]1=CC=CC=C1)[O-] (2-(hydroxy)-3-(octadecyloxy)propyl 8-pyridiniooctyl phosphate). Isolated yield 75.1%. RXN SMILES: [P:1]([O-:50])([O:35][CH2:36][CH2:37][CH2:38][CH2:39][CH2:40][CH2:41][CH2:42][CH2:43][N+:44]1[CH:49]=[CH:48][CH:47]=[CH:46][CH:45]=1)([O:3][CH2:4][CH:5]([O:26]C(=O)C1C=CC=CC=1)[CH2:6][O:7][CH2:8][CH2:9][CH2:10][CH2:11][CH2:12][CH2:13][CH2:14][CH2:15][CH2:16][CH2:17][CH2:18][CH2:19][CH2:20][CH2:21][CH2:22][CH2:23][CH2:24][CH3:25])=[O:2].[OH-].C([N+](CCCC)(CCCC)CCCC)CCC>CO>[P:1]([O-:50])([O:35][CH2:36][CH2:37][CH2:38][CH2:39][CH2:40][CH2:41][CH2:42][CH2:43][N+:44]1[CH:45]=[CH:46][CH:47]=[CH:48][CH:49]=1)([O:3][CH2:4][CH:5]([OH:26])[CH2:6][O:7][CH2:8][CH2:9][CH2:10][CH2:11][CH2:12][CH2:13][CH2:14][CH2:15][CH2:16][CH2:17][CH2:18][CH2:19][CH2:20][CH2:21][CH2:22][CH2:23][CH2:24][CH3:25])=[O:2] |f:1.2|. Procedure details: 1.76 g (2.45 mmole) of 2-benzoyloxy derivative synthesized in Example 30 was dissolved in 5 ml of methanol and an aqueous solution containing 11.2 g (4.90 mmole) of 10% tetrabutylammonium hydroxide was added thereto. The mixture was stirred at room temperature for 2 hours and then subjected to the coupled two columns, one containing 40 ml of Amberlite IR-410 and the other 20 ml of Amberlite IR-120 and eluted with 95% hydrous tetrahydrofuran. The eluate was concentrated to dryness and the residue... Reactants: FC1=CC=C(C=C1)C1=NNC(=C1)OCC(=O)C (1-{[3-(4-fluorophenyl)-1H-pyrazol-5-yl]oxy}acetone), C(C)(=O)O (acetic acid), CC=1C=CC(=CC1)S(=O)(=O)O (p-TsOH). The solvent is C1(=CC=CC=C1)C (toluene), CCOC(=O)C (EtOAc). Reaction conditions: temperature 130 celsius. Yields the product FC1=CC=C(C=C1)C1=NN2C(OC=C2C)=C1 (6-(4-fluorophenyl)-3-methylpyrazolo[5,1-b][1,3]oxazole). Yield: 46.3%. Reaction SMILES: [F:1][C:2]1[CH:7]=[CH:6][C:5]([C:8]2[CH:12]=[C:11]([O:13][CH2:14][C:15]([CH3:17])=O)[NH:10][N:9]=2)=[CH:4][CH:3]=1.C(O)(=O)C.CC1C=CC(S(O)(=O)=O)=CC=1>C1(C)C=CC=CC=1.CCOC(C)=O>[F:1][C:2]1[CH:7]=[CH:6][C:5]([C:8]2[CH:12]=[C:11]3[O:13][CH:14]=[C:15]([CH3:17])[N:10]3[N:9]=2)=[CH:4][CH:3]=1. Procedure details: To a stirred solution of 1-{[3-(4-fluorophenyl)-1H-pyrazol-5-yl]oxy}acetone (0.25 g, 1.0 mmol) in toluene, equipped with dean stark apparatus, acetic acid (2 ml) and p-TsOH (25 mg, cat.) was charged at RT and the reaction mass was refluxed at 130° C. for 16 h. After completion, the reaction was diluted with EtOAc (50 ml) and washed with brine. The organic layer dried over sodium sulphate and concentrated under reduced pressure to get the crude which was then purified by column chromatography 100... Reactants: CC1(OC2=C(O1)C=CC=C2O)C (2,2-Dimethyl-4-hydroxy-1,3-benzodioxole), CN=C=O (methyl isocyanate). The reagents and catalysts are C(C)N(CC)CC (triethylamine). Solvent: C1=CC=CC=C1 (benzene). Run at time 30 minute. Yields the product CNC(OC1=CC=CC=2OC(OC21)(C)C)=O (2,2-dimethyl-1,3-benzodioxol-4-yl N-methylcarbamate). Yield: 85.0%. As a reaction SMILES: [CH3:1][C:2]1([CH3:12])[O:6][C:5]2[CH:7]=[CH:8][CH:9]=[C:10]([OH:11])[C:4]=2[O:3]1.[CH3:13][N:14]=[C:15]=[O:16]>C1C=CC=CC=1.C(N(CC)CC)C>[CH3:13][NH:14][C:15](=[O:16])[O:11][C:10]1[C:4]2[O:3][C:2]([CH3:12])([CH3:1])[O:6][C:5]=2[CH:7]=[CH:8][CH:9]=1. Procedure details: 2,2-Dimethyl-4-hydroxy-1,3-benzodioxole (14 parts) in benzene (25 parts) was treated with methyl isocyanate (6 parts) and a few drops of triethylamine with cooling. After standing for 30 minutes, the crystals of 2,2-dimethyl-1,3-benzodioxol-4-yl N-methylcarbamate which formed were filtered off and washed with benzene then with petroleum (boiling point below 40° C.) to yield the pure compound as a white solid, melting point 129°-130° C. (16 parts, 85% yield). Product: N1N=CC2=CC=C(C=C12)NC1=C(C=NC2=C(C(=C(C=C12)OC)OC)OC)C#N (4-(1H-indazol-6-ylamino)-6,7,8-trimethoxy-quinoline-3-carbonitrile). The solvent is O (water). Procedure details: A mixture of 0.279 g of 4-chloro-6,7,8-trimethoxy-quinoline-3-carbonitrile, 0.147 g of 6-aminoindazole, 0.020 of pyridine hydrochloride, and 15 ml of ethoxyethanol was stirred under nitrogen, at reflux temperature for 1 hour. The mixture was cooled and added to 100 ml of water. To this mixture was added sodium carbonate to pH 9. The product was collected, washed with water, and dried to give 0.332 g of 4-(1H-indazol-6-ylamino)-6,7,8-trimethoxy-quinoline-3-carbonitrile as a solid, mp 243-245° C.;... Yield: 88.3%. Reactants: ClC1=C(C=NC2=C(C(=C(C=C12)OC)OC)OC)C#N (4-chloro-6,7,8-trimethoxy-quinoline-3-carbonitrile), NC1=CC=C2C=NNC2=C1 (6-aminoindazole), Cl.N1=CC=CC=C1 (pyridine hydrochloride), C(C)OC(C)O (ethoxyethanol), C([O-])([O-])=O.[Na+].[Na+] (sodium carbonate). RXN SMILES: Cl[C:2]1[C:11]2[C:6](=[C:7]([O:16][CH3:17])[C:8]([O:14][CH3:15])=[C:9]([O:12][CH3:13])[CH:10]=2)[N:5]=[CH:4][C:3]=1[C:18]#[N:19].[NH2:20][C:21]1[CH:29]=[C:28]2[C:24]([CH:25]=[N:26][NH:27]2)=[CH:23][CH:22]=1.Cl.N1C=CC=CC=1.C(OC(O)C)C.C(=O)([O-])[O-].[Na+].[Na+]>O>[NH:27]1[C:28]2[C:24](=[CH:23][CH:22]=[C:21]([NH:20][C:2]3[C:11]4[C:6](=[C:7]([O:16][CH3:17])[C:8]([O:14][CH3:15])=[C:9]([O:12][CH3:13])[CH:10]=4)[N:5]=[CH:4][C:3]=3[C:18]#[N:19])[CH:29]=2)[CH:25]=[N:26]1 |f:2.3,5.6.7|. The reactants are Brc1nccs1, CC(C)(C)[Si](C)(C)OC1CCc2cc(Br)ccc21, BrCCBr, C=C, C[Si](C)(C)Cl, C1CCOC1, [Zn], c1ccc(P(c2ccccc2)(c2ccccc2)[Pd](P(c2ccccc2)(c2ccccc2)c2ccccc2)(P(c2ccccc2)(c2ccccc2)c2ccccc2)P(c2ccccc2)(c2ccccc2)c2ccccc2)cc1. The product is CC(C)(C)[Si](C)(C)OC1CCc2cc(-c3nccs3)ccc21. As a reaction SMILES: [Br:12][c:13]1[s:14][cH:15][cH:16][n:17]1.[Br:18][c:19]1[cH:20][c:21]2[c:25]([cH:26][cH:27]1)[CH:24]([O:28][Si:29]([CH3:30])([CH3:31])[C:32]([CH3:33])([CH3:34])[CH3:35])[CH2:23][CH2:22]2.[Br:1][CH2:2][CH2:3][Br:4].[CH2:5]=[CH2:6].[Cl:7][Si:8]([CH3:9])([CH3:10])[CH3:11].[O:36]1[CH2:37][CH2:38][CH2:39][CH2:40]1.[Zn:41].[cH:42]1[cH:43][cH:44][c:45]([P:46]([Pd:47]([P:48]([c:49]2[cH:50][cH:51][cH:52][cH:53][cH:54]2)([c:55]2[cH:56][cH:57][cH:58][cH:59][cH:60]2)[c:61]2[cH:62][cH:63][cH:64][cH:65][cH:66]2)([P:67]([c:68]2[cH:69][cH:70][cH:71][cH:72][cH:73]2)([c:74]2[cH:75][cH:76][cH:77][cH:78][cH:79]2)[c:80]2[cH:81][cH:82][cH:83][cH:84][cH:85]2)[P:86]([c:87]2[cH:88][cH:89][cH:90][cH:91][cH:92]2)([c:93]2[cH:94][cH:95][cH:96][cH:97][cH:98]2)[c:99]2[cH:100][cH:101][cH:102][cH:103][cH:104]2)([c:105]2[cH:106][cH:107][cH:108][cH:109][cH:110]2)[c:111]2[cH:112][cH:113][cH:114][cH:115][cH:116]2)[cH:117][cH:118]1>>[c:13]1(-[c:19]2[cH:20][c:21]3[c:25]([cH:26][cH:27]2)[CH:24]([O:28][Si:29]([CH3:30])([CH3:31])[C:32]([CH3:33])([CH3:34])[CH3:35])[CH2:23][CH2:22]3)[s:14][cH:15][cH:16][n:17]1.